Dataset: the Open Reaction Database (ORD), a public repository of structured organic reaction records. Task: describe an organic reaction: reactants, conditions, products, and yield The reactants are C(C1=CC=CC=C1)OC(NC[C@@H]1CC[C@H](CC1)C1=NC(=C2N1C=CN=C2N)C2=CC(=C(C=C2)OC2=CC=CC=C2)OC)=O (trans-{4-[8-Amino-1-(3-methoxy-4-phenoxy-phenyl)-imidazo[1,5-a]pyrazin-3-yl]-cyclohexylmethyl}-carbamic acid benzyl ester), O (Water). The solvent is Cl (HCl). Conditions: time 8 hour. The product is NC[C@@H]1CC[C@H](CC1)C1=NC(=C2N1C=CN=C2N)C2=CC(=C(C=C2)OC2=CC=CC=C2)OC (trans-3-(4-Aminomethyl-cyclohexyl)-1-(3-methoxy-4-phenoxy-phenyl)-imidazo[1,5-a]pyrazin-8-ylamine). Reaction SMILES: C(OC(=O)[NH:10][CH2:11][C@H:12]1[CH2:17][CH2:16][C@H:15]([C:18]2[N:22]3[CH:23]=[CH:24][N:25]=[C:26]([NH2:27])[C:21]3=[C:20]([C:28]3[CH:33]=[CH:32][C:31]([O:34][C:35]4[CH:40]=[CH:39][CH:38]=[CH:37][CH:36]=4)=[C:30]([O:41][CH3:42])[CH:29]=3)[N:19]=2)[CH2:14][CH2:13]1)C1C=CC=CC=1.O>Cl>[NH2:10][CH2:11][C@H:12]1[CH2:13][CH2:14][C@H:15]([C:18]2[N:22]3[CH:23]=[CH:24][N:25]=[C:26]([NH2:27])[C:21]3=[C:20]([C:28]3[CH:33]=[CH:32][C:31]([O:34][C:35]4[CH:40]=[CH:39][CH:38]=[CH:37][CH:36]=4)=[C:30]([O:41][CH3:42])[CH:29]=3)[N:19]=2)[CH2:16][CH2:17]1. Procedure: trans-{4-[8-Amino-1-(3-methoxy-4-phenoxy-phenyl)-imidazo[1,5-a]pyrazin-3-yl]-cyclohexylmethyl}-carbamic acid benzyl ester (80 mg, 0.0001 mol) was dissolved in conc. HCl (3 mL) at 0° C. The resulting mixture was allowed to stir at rt overnight. LCMS indicates the reaction is over. Water was added to the reaction mixture and the mixture was extracted with EtOAc. The aq. phase was concentrated in vacuo to give a residue which was purified by flash chromatography (eluted by 10% MeOH in DCM). 1H NMR ... The reactants are ON1C=CC2=NC=C(C=C21)C=2C=NN(C2)C2CCN(CC2)C(=O)OC(C)(C)C (tert-butyl 4-[4-(1-hydroxy-1H-pyrrolo[3,2-b]pyridin-6-yl)-1H-pyrazol-1-yl]piperidine-1-carboxylate), BrCC1=CC(=CC=C1)OC1=CC=C(C=C1)F (1-(bromomethyl)-3-(4-fluorophenoxy)benzene). Yields the product FC1=CC=C(OC=2C=C(CON3C=CC4=NC=C(C=C43)C=4C=NN(C4)C4CCNCC4)C=CC2)C=C1 (1-{[3-(4-fluorophenoxy)benzyl]oxy}-6-[1-(piperidin-4-yl)-1H-pyrazol-4-yl]-1H-pyrrolo[3,2-b]pyridine). Reaction SMILES: [OH:1][N:2]1[C:10]2[C:5](=[N:6][CH:7]=[C:8]([C:11]3[CH:12]=[N:13][N:14]([CH:16]4[CH2:21][CH2:20][N:19](C(OC(C)(C)C)=O)[CH2:18][CH2:17]4)[CH:15]=3)[CH:9]=2)[CH:4]=[CH:3]1.Br[CH2:30][C:31]1[CH:36]=[CH:35][CH:34]=[C:33]([O:37][C:38]2[CH:43]=[CH:42][C:41]([F:44])=[CH:40][CH:39]=2)[CH:32]=1>>[F:44][C:41]1[CH:42]=[CH:43][C:38]([O:37][C:33]2[CH:32]=[C:31]([CH:36]=[CH:35][CH:34]=2)[CH2:30][O:1][N:2]2[C:10]3[C:5](=[N:6][CH:7]=[C:8]([C:11]4[CH:12]=[N:13][N:14]([CH:16]5[CH2:17][CH2:18][NH:19][CH2:20][CH2:21]5)[CH:15]=4)[CH:9]=3)[CH:4]=[CH:3]2)=[CH:39][CH:40]=1. Procedure details: The entitled compound is prepared from tert-butyl 4-[4-(1-hydroxy-1H-pyrrolo[3,2-b]pyridin-6-yl)-1H-pyrazol-1-yl]piperidine-1-carboxylate and 1-(bromomethyl)-3-(4-fluorophenoxy)benzene as described in the last 2 steps of Example 18. Reactants: COC(=O)C=1N(N=C(C1)OCC=1C(=NOC1C)C1=CC=C(C=C1)F)C (5-[3-(4-fluoro-phenyl)-5-methyl-isoxazol-4-ylmethoxy]-2-methyl-2H-pyrazole-3-carboxylic acid methyl ester), [OH-].[Na+] (sodium hydroxide), Cl (hydrogen chloride). Run in O1CCOCC1 (dioxane). Reaction conditions: temperature 90 celsius. Yields the product FC1=CC=C(C=C1)C1=NOC(=C1COC=1C=C(N(N1)C)C(=O)O)C (5-[3-(4-Fluoro-phenyl)-5-methyl-isoxazol-4-ylmethoxy]-2-methyl-2H-pyrazole-3-carboxylic acid). Isolated yield 93.1%. RXN SMILES: C[O:2][C:3]([C:5]1[N:6]([CH3:25])[N:7]=[C:8]([O:10][CH2:11][C:12]2[C:13]([C:18]3[CH:23]=[CH:22][C:21]([F:24])=[CH:20][CH:19]=3)=[N:14][O:15][C:16]=2[CH3:17])[CH:9]=1)=[O:4].[OH-].[Na+].Cl>O1CCOCC1>[F:24][C:21]1[CH:22]=[CH:23][C:18]([C:13]2[C:12]([CH2:11][O:10][C:8]3[CH:9]=[C:5]([C:3]([OH:4])=[O:2])[N:6]([CH3:25])[N:7]=3)=[C:16]([CH3:17])[O:15][N:14]=2)=[CH:19][CH:20]=1 |f:1.2|. Procedure details: To a solution of 5-[3-(4-fluoro-phenyl)-5-methyl-isoxazol-4-ylmethoxy]-2-methyl-2H-pyrazole-3-carboxylic acid methyl ester (250 mg, 0.72 mmol) in dioxane (3 mL) was added aqueous sodium hydroxide (2 M, 2.0 mL, 2.0 mmol). After heating at 90° C. for 1 h the solution was cooled to room temperature and neutralized with aqueous hydrogen chloride (2 N). The resulting mixture was then extracted with ethyl acetate and water. The organic extract was then washed with water, brine, dried over sodium sulfa... Product: N#CCN1CCN(c2nccc3ccccc23)CC1. Starting materials: C1CCOC1, N#CCCl, c1ccc2c(N3CCNCC3)nccc2c1. Reaction SMILES: [CH2:21]1[O:22][CH2:23][CH2:24][CH2:25]1.[Cl:17][CH2:18][C:19]#[N:20].[N:1]1([c:7]2[n:8][cH:9][cH:10][c:11]3[cH:12][cH:13][cH:14][cH:15][c:16]23)[CH2:2][CH2:3][NH:4][CH2:5][CH2:6]1>>[N:1]1([c:7]2[n:8][cH:9][cH:10][c:11]3[cH:12][cH:13][cH:14][cH:15][c:16]23)[CH2:2][CH2:3][N:4]([CH2:18][C:19]#[N:20])[CH2:5][CH2:6]1. Reactants: C(C)(C)(C)[Si](OC1CN(C=2N(C(C=C(N2)C2=CC=CC=C2)=O)C1)C1=NC(=NC=C1)S(=O)(=O)C)(C)C (7-(tert-butyl-dimethyl-silanyloxy)-9-(2-methanesulfonyl-pyrimidin-4-yl)-2-phenyl-6,7,8,9-tetrahydro-pyrimido[1,2-a]pyrimidin-4-one), C1(=CC=CC=C1)[C@H](C)N ((S)-1-phenylethylamine). Run in CCOC(=O)C (EtOAc), O1CCOCC1 (dioxane). Reaction conditions: temperature 110 celsius. Product: C(C)(C)(C)[Si](OC1CN(C=2N(C(C=C(N2)C2=CC=CC=C2)=O)C1)C1=NC(=NC=C1)NC(C)C1=CC=CC=C1)(C)C (7-(tert-Butyl-dimethyl-silanyloxy)-2-phenyl-9-[2(1-phenyl-ethylamino)-pyrimidin-4-yl]-6,7,8,9-tetrahydro-pyrimido[1,2-a]pyrimidin-4-one). Reaction SMILES: [C:1]([Si:5]([CH3:35])([CH3:34])[O:6][CH:7]1[CH2:23][N:11]2[C:12](=[O:22])[CH:13]=[C:14]([C:16]3[CH:21]=[CH:20][CH:19]=[CH:18][CH:17]=3)[N:15]=[C:10]2[N:9]([C:24]2[CH:29]=[CH:28][N:27]=[C:26](S(C)(=O)=O)[N:25]=2)[CH2:8]1)([CH3:4])([CH3:3])[CH3:2].[C:36]1([C@@H:42]([NH2:44])[CH3:43])[CH:41]=[CH:40][CH:39]=[CH:38][CH:37]=1>O1CCOCC1.CCOC(C)=O>[C:1]([Si:5]([CH3:35])([CH3:34])[O:6][CH:7]1[CH2:23][N:11]2[C:12](=[O:22])[CH:13]=[C:14]([C:16]3[CH:21]=[CH:20][CH:19]=[CH:18][CH:17]=3)[N:15]=[C:10]2[N:9]([C:24]2[CH:29]=[CH:28][N:27]=[C:26]([NH:44][CH:42]([C:36]3[CH:41]=[CH:40][CH:39]=[CH:38][CH:37]=3)[CH3:43])[N:25]=2)[CH2:8]1)([CH3:4])([CH3:3])[CH3:2]. Procedure details: A mixture of 7-(tert-butyl-dimethyl-silanyloxy)-9-(2-methanesulfonyl-pyrimidin-4-yl)-2-phenyl-6,7,8,9-tetrahydro-pyrimido[1,2-a]pyrimidin-4-one, prepared from last step (0.6 mmol) and (S)-1-phenylethylamine (1.0 mL, 7.8 mmol) in dioxane (6 mL) was heated at 110° C. for 17 h. The brown solution was cooled to room temperature and was diluted with EtOAc (10 ML). The mixture was washed with H2O (2×), dried (Na2SO4), and concentrated to oil. Purification on silica (0-1% 2N NH3-MeOH in DCM) provided t... Reactants: C1(CCCCC1)(C(=O)OCC1=CC=CC=C1)C(=O)OCC1=CC=CC=C1 (Dibenzyl cyclohexane-1,1-dicarboxylate), [H-].C(C(C)C)[Al+]CC(C)C (diisobutylaluminum hydride). Solvent: C(Cl)Cl (CH2Cl2). The product is C(=O)C1(CCCCC1)C(=O)OCC1=CC=CC=C1 (Benzyl 1-formylcyclohexanecarboxylate). Yield: 79.8%. Reaction SMILES: [C:1]1([C:17](OCC2C=CC=CC=2)=[O:18])([C:7]([O:9][CH2:10][C:11]2[CH:16]=[CH:15][CH:14]=[CH:13][CH:12]=2)=[O:8])[CH2:6][CH2:5][CH2:4][CH2:3][CH2:2]1.[H-].C([Al+]CC(C)C)C(C)C>C(Cl)Cl>[CH:17]([C:1]1([C:7]([O:9][CH2:10][C:11]2[CH:12]=[CH:13][CH:14]=[CH:15][CH:16]=2)=[O:8])[CH2:6][CH2:5][CH2:4][CH2:3][CH2:2]1)=[O:18] |f:1.2|. Procedure details: A solution of dibenzyl cyclohexane-1,1-dicarboxylate (10.5 g, 30 mmol, from Step A) in 100 mL CH2Cl2 was cooled to −78° C. and a solution of diisobutylaluminum hydride (60 mL, 1 M in CH2Cl2, 60 mmol) was added dropwise. After 3.5 h the mixture was carefully quenched with sat'd ammonium chloride and 1 M HCl. The mixture was warmed to rt and poured into 200 mL water and 200 mmL CH2Cl2. The layers were separated and the aqueous layer was extracted with CH2Cl2. The combined organic layers were dried... Starting materials: C(C1=CC=C(C=C1)OC)(=O)Cl (p-anisoyl chloride), C(#N)C=1C=C(CBr)C=CC1 (3-cyanobenzyl bromide), 33B, OC1=C(N)C=CC=C1 (2-hydroxyaniline). Product: C(#N)C=1C=C(COC2=C(NC(C3=CC=C(C=C3)OC)=O)C=CC=C2)C=CC1 (2-(3-cyanobenzyloxy)-N-(4-methoxybenzoyl)aniline), solid. The yield is 48.0%. Reaction SMILES: [OH:1][C:2]1[CH:8]=[CH:7][CH:6]=[CH:5][C:3]=1[NH2:4].[C:9](Cl)(=[O:18])[C:10]1[CH:15]=[CH:14][C:13]([O:16][CH3:17])=[CH:12][CH:11]=1.[C:20]([C:22]1[CH:23]=[C:24]([CH:27]=[CH:28][CH:29]=1)[CH2:25]Br)#[N:21]>>[C:20]([C:22]1[CH:23]=[C:24]([CH:27]=[CH:28][CH:29]=1)[CH2:25][O:1][C:2]1[CH:8]=[CH:7][CH:6]=[CH:5][C:3]=1[NH:4][C:9](=[O:18])[C:10]1[CH:15]=[CH:14][C:13]([O:16][CH3:17])=[CH:12][CH:11]=1)#[N:21]. Procedure details: Using a procedure similar to Example 33A and 33B except starting from 2-hydroxyaniline, p-anisoyl chloride and 3-cyanobenzyl bromide, the title compound was obtained as a solid (700 mg, 48%); MS.(FD): 358.1. The reactants are BrCCCCN1CSCC1=O (3-(4-bromobutyl)-4-thiazolidinone), IC (iodomethane), resultant solution, [Br-] (bromide), C(=O)=O.C(C)(C)O (CO2 isopropanol), C[Si](C)(C)[N-][Si](C)(C)C.[Li+] (lithium bis(trimethylsilyl)amide), Cl (HCl). Run in O1CCCC1 (tetrahydrofuran), CCOC(=O)C.CCCCCC (EtOAc hexane), O1CCCC1 (tetrahydrofuran). The product is BrCCCCN1CSC(C1=O)(C)C (3-(4-Bromobutyl)-5,5-dimethyl-4-thiazolidinone). As a reaction SMILES: [C:1](=[O:3])=O.[CH:4](O)(C)C.C[Si]([N-][Si](C)(C)C)(C)C.[Li+].[Br:18][CH2:19][CH2:20][CH2:21][CH2:22][N:23]1[C:27](=O)[CH2:26][S:25][CH2:24]1.IC.Cl.[Br-]>CCOC(C)=O.CCCCCC.O1CCCC1>[Br:18][CH2:19][CH2:20][CH2:21][CH2:22][N:23]1[C:1](=[O:3])[C:26]([CH3:27])([CH3:4])[S:25][CH2:24]1 |f:0.1,2.3,8.9|. Procedure: To a -75° C. (CO2 /isopropanol bath) mixture of lithium bis(trimethylsilyl)amide and tetrahydrofuran (102 mL) under nitrogen was added a 0° C. solution consisting of 3-(4-bromobutyl)-4-thiazolidinone (11.65 g), iodomethane (20.8 g) and tetrahydrofuran (20 mL) over a period of 20 min. The resultant solution was stirred at -75° C. for 25 min. TLC analysis (silica gel, 32% EtOAc/hexane) of a small aliquot acidified with 1N HCl showed the absence of a starting bromide and the presence of a major pro... Reactants: O=C(O)c1cc(Br)ccc1O, ClCCCl, CCNCC, CN(C)C=O, On1nnc2cccnc21. The product is CCN(CC)C(=O)c1cc(Br)ccc1O. RXN SMILES: [Br:6][c:7]1[cH:8][cH:9][c:10]([OH:16])[c:11]([C:12](=[O:13])[OH:14])[cH:15]1.[CH2:17]([Cl:18])[CH2:19][Cl:20].[CH2:1]([CH3:2])[NH:3][CH2:4][CH3:5].[O:31]=[CH:32][N:33]([CH3:34])[CH3:35].[OH:21][n:22]1[c:23]2[n:24][cH:25][cH:26][cH:27][c:28]2[n:29][n:30]1>>[CH2:1]([CH3:2])[N:3]([CH2:4][CH3:5])[C:12]([c:11]1[c:10]([OH:16])[cH:9][cH:8][c:7]([Br:6])[cH:15]1)=[O:14]. Procedure: A solution of 50 mg (0.13 mmol) of ((3R)—N-(4′-aminobiphenyl-4-yl)quinuclidine-3-carboxamide dihydrochloride (Example 7A) and 44.4 mg (0.25 mmol) of 3-chlorobenzoyl chloride in 1.0 ml of pyridine is stirred at room temperature for 3 h. The reaction mixture is concentrated in vacuo, and the residue is purified by preparative HPLC. The product fractions are concentrated, mixed with 3 ml of 1 N hydrochloric acid, again concentrated and dried under high vacuum. 62 mg (98.5% of theory) of the title c... Run in N1=CC=CC=C1 (pyridine). As a reaction SMILES: Cl.Cl.[NH2:3][C:4]1[CH:9]=[CH:8][C:7]([C:10]2[CH:15]=[CH:14][C:13]([NH:16][C:17]([C@@H:19]3[CH:24]4[CH2:25][CH2:26][N:21]([CH2:22][CH2:23]4)[CH2:20]3)=[O:18])=[CH:12][CH:11]=2)=[CH:6][CH:5]=1.[Cl:27][C:28]1[CH:29]=[C:30]([CH:34]=[CH:35][CH:36]=1)[C:31](Cl)=[O:32]>N1C=CC=CC=1>[ClH:27].[Cl:27][C:28]1[CH:29]=[C:30]([CH:34]=[CH:35][CH:36]=1)[C:31]([NH:3][C:4]1[CH:9]=[CH:8][C:7]([C:10]2[CH:11]=[CH:12][C:13]([NH:16][C:17]([C@@H:19]3[CH:24]4[CH2:23][CH2:22][N:21]([CH2:26][CH2:25]4)[CH2:20]3)=[O:18])=[CH:14][CH:15]=2)=[CH:6][CH:5]=1)=[O:32] |f:0.1.2,5.6|. The reactants are Cl.Cl.NC1=CC=C(C=C1)C1=CC=C(C=C1)NC(=O)[C@H]1CN2CCC1CC2 ((3R)—N-(4′-Aminobiphenyl-4-yl)quinuclidine-3-carboxamide dihydrochloride), ClC=1C=C(C(=O)Cl)C=CC1 (3-chlorobenzoyl chloride). The product is Cl.ClC=1C=C(C(=O)NC2=CC=C(C=C2)C2=CC=C(C=C2)NC(=O)[C@H]2CN3CCC2CC3)C=CC1 ((3R)—N-{4′-[(3-Chlorobenzoyl)amino]biphenyl-4-yl}quinuclidine-3-carboxamide hydrochloride).